This data is from the Open Reaction Database (ORD), a public repository of structured organic reaction records. The task is: describe an organic reaction: reactants, conditions, products, and yield Reactants: CC(C)(C)C(=O)OCI, O=C([O-])O, CCCOc1cc(=O)n(CCC)c(=O)n1Cc1ccc(-c2ccccc2-c2nnn[nH]2)cc1, [Na+], CN(C)C=O. Yields the product CCCOc1cc(=O)n(CCC)c(=O)n1Cc1ccc(-c2ccccc2-c2nnnn2COC(=O)C(C)(C)C)cc1. Reaction SMILES: [C:34]([C:35]([CH3:36])([CH3:37])[CH3:38])(=[O:39])[O:40][CH2:41][I:42].[C:43](=[O:44])([OH:45])[O-:46].[CH2:1]([CH2:2][CH3:3])[n:4]1[c:5](=[O:33])[n:6]([CH2:15][c:16]2[cH:17][cH:18][c:19](-[c:22]3[c:23](-[c:28]4[n:29][n:30][n:31][nH:32]4)[cH:24][cH:25][cH:26][cH:27]3)[cH:20][cH:21]2)[c:7]([O:11][CH2:12][CH2:13][CH3:14])[cH:8][c:9]1=[O:10].[Na+:47].[O:48]=[CH:49][N:50]([CH3:51])[CH3:52]>>[CH2:1]([CH2:2][CH3:3])[n:4]1[c:5](=[O:33])[n:6]([CH2:15][c:16]2[cH:17][cH:18][c:19](-[c:22]3[c:23](-[c:28]4[n:29]([CH2:41][O:40][C:34]([C:35]([CH3:36])([CH3:37])[CH3:38])=[O:39])[n:30][n:31][n:32]4)[cH:24][cH:25][cH:26][cH:27]3)[cH:20][cH:21]2)[c:7]([O:11][CH2:12][CH2:13][CH3:14])[cH:8][c:9]1=[O:10]. The product is COC1=C(C=CC=C1OC)CC(O)C1CCNCC1 (4-[2-(2,3-Dimethoxyphenyl)-1-hydroxyethyl]piperidine). Run in C(C)(=O)O (acetic acid). The reagents and catalysts are O=[Pt]=O (PtO2). The reactants are COC1=C(C=CC=C1OC)CC(O)C1=CC=NC=C1 (4-[2-(2,3-dimethoxyphenyl)-1-hydroxyethyl]pyridine). Reaction SMILES: [CH3:1][O:2][C:3]1[C:8]([O:9][CH3:10])=[CH:7][CH:6]=[CH:5][C:4]=1[CH2:11][CH:12]([C:14]1[CH:19]=[CH:18][N:17]=[CH:16][CH:15]=1)[OH:13]>C(O)(=O)C.O=[Pt]=O>[CH3:1][O:2][C:3]1[C:8]([O:9][CH3:10])=[CH:7][CH:6]=[CH:5][C:4]=1[CH2:11][CH:12]([CH:14]1[CH2:19][CH2:18][NH:17][CH2:16][CH2:15]1)[OH:13]. Reported procedure: 4-[2-(2,3-dimethoxyphenyl)-1-hydroxyethyl]pyridine (20.0 g, 0.077 mol) in acetic acid (170 ml) over 1.5 g of PtO2 was hydrogenated for 45 minutes on a Parr shaker. The reaction was filtered through Celite and filtrate combined with another run of 21.0 g (0.08 mol). The combined filtrates were concentrated in vacuo and the resulting oil was diluted with water. The aqueous solution was made basic with 50% aqueous NaOH, and the basic mixture extracted with EtOAc. The organic extract was washed with... The yield is 167.9%. Starting materials: C(=O)([O-])[O-].[Cs+].[Cs+] (Cs2CO3), CCOCC (Ether), COC(=O)C1(CC1)C1=CC=C(C=C1)S (1-(4-Mercapto-phenyl)cyclopropanecarboxylic acid methyl ester), ClCC1=CC=C(C=C1)C1=CC=C(C=C1)C(F)(F)F (4-Chloromethyl-4′-trifluoromethyl-biphenyl). Solvent: O (H2O), C(C)#N (acetonitrile). Reaction conditions: time 8 hour. The product is FC(C1=CC=C(C=C1)C1=CC=C(C=C1)CSC1=CC=C(C=C1)C1(CC1)C(=O)O)(F)F (1-[4-(4′-Trifluoromethyl-biphenyl-4-ylmethylsulfanyl)-phenyl]-cyclopropanecarboxylic acid), COC(=O)C1(CC1)C1=CC=C(C=C1)SCC1=CC=C(C=C1)C1=CC=C(C=C1)C(F)(F)F (1-[4-(4′-Trifluoromethyl-biphenyl-4-ylmethylsulfanyl)-phenyl]-cyclopropane-carboxylic acid methyl ester). The yield is 134917.3%. Reaction SMILES: [CH3:1][O:2][C:3]([C:5]1([C:8]2[CH:13]=[CH:12][C:11]([SH:14])=[CH:10][CH:9]=2)[CH2:7][CH2:6]1)=[O:4].Cl[CH2:16][C:17]1[CH:22]=[CH:21][C:20]([C:23]2[CH:28]=[CH:27][C:26]([C:29]([F:32])([F:31])[F:30])=[CH:25][CH:24]=2)=[CH:19][CH:18]=1.C([O-])([O-])=O.[Cs+].[Cs+].CCOCC>C(#N)C.O>[F:30][C:29]([F:31])([F:32])[C:26]1[CH:25]=[CH:24][C:23]([C:20]2[CH:21]=[CH:22][C:17]([CH2:16][S:14][C:11]3[CH:12]=[CH:13][C:8]([C:5]4([C:3]([OH:2])=[O:4])[CH2:7][CH2:6]4)=[CH:9][CH:10]=3)=[CH:18][CH:19]=2)=[CH:28][CH:27]=1.[CH3:1][O:2][C:3]([C:5]1([C:8]2[CH:9]=[CH:10][C:11]([S:14][CH2:16][C:17]3[CH:18]=[CH:19][C:20]([C:23]4[CH:28]=[CH:27][C:26]([C:29]([F:30])([F:31])[F:32])=[CH:25][CH:24]=4)=[CH:21][CH:22]=3)=[CH:12][CH:13]=2)[CH2:6][CH2:7]1)=[O:4] |f:2.3.4|. Reported procedure: Compound 36C (416 mg, 2.0 mmol) was dissolved in acetonitrile (50 mL) with example 36E (568 mg, 2.1 mmol) and Cs2CO3 (1.3 g, 4.0 mmol). The reaction mixture was stirred at RT overnight. Ether (50 mL) and H2O were added and stirring was continued for another 5 min. The layers were separated and the aqueous layer was extracted with ether (2×100 mL). The combined organics was dried over MgSO4 and concentrated to an oil. The crude product was purified by column chromatography eluted with EtOAc and h... The reactants are OCC(F)(F)CCc1ccccc1, CCOC(=O)C(F)(F)c1ccccc1. The product is OCC(F)(F)c1ccccc1. As a reaction SMILES: [F:15][C:16]([F:17])([CH2:18][CH2:19][c:20]1[cH:21][cH:22][cH:23][cH:24][cH:25]1)[CH2:26][OH:27].[F:1][C:2]([C:3](=[O:4])[O:5][CH2:6][CH3:7])([c:8]1[cH:9][cH:10][cH:11][cH:12][cH:13]1)[F:14]>>[F:1][C:2]([CH2:3][OH:4])([c:8]1[cH:9][cH:10][cH:11][cH:12][cH:13]1)[F:14]. The yield is 83.7%. The product is C(=O)(O)/C=C/C=1C(NC(N(C1)[C@@H]1[C@H]([C@@H](O)[C@@H](O1)CO)F)=O)=O (E-5-(2-Carboxyvinyl)-I-(2-deoxy-2-fluoro-β-L-ribofuranosyl) uracil). Procedure: Compound 15 (560 mg, 1.70 mmol) was stirred in a NaOH solution (2 N, 5 mL) at rt for 1.5 h, then diluted with water (20 mL) and neutralized with Dowex 50 w×8 (H+) resin. The mixture was filtered and washed with water and acetone. The combined filtrate was evaporated to dryness to give a pale-white solid, which was trituated with Et2O to give 16 as an off-white solid (450 mg, 84%): UV (MeOH) λmax 298.0,0 267.0 mn (sh); 1H NMR (CDCl3) δ 11.70 (s, 1H, NH, D2O exchangeable), 8.49 (s, 1H, H-6, j=8.1 ... Solvent: O (water). Reaction SMILES: C[O:2][C:3](/[CH:5]=[CH:6]/[C:7]1[C:8](=[O:23])[NH:9][C:10](=[O:22])[N:11]([C@H:13]2[O:18][C@@H:17]([CH2:19][OH:20])[C@H:15]([OH:16])[C@@H:14]2[F:21])[CH:12]=1)=[O:4].[OH-].[Na+].CCOCC>O>[C:3](/[CH:5]=[CH:6]/[C:7]1[C:8](=[O:23])[NH:9][C:10](=[O:22])[N:11]([C@H:13]2[O:18][C@@H:17]([CH2:19][OH:20])[C@H:15]([OH:16])[C@@H:14]2[F:21])[CH:12]=1)([OH:4])=[O:2] |f:1.2|. The reactants are COC(=O)/C=C/C=1C(NC(N(C1)[C@@H]1[C@H]([C@@H](O)[C@@H](O1)CO)F)=O)=O (E -5-(2-Methoxycarbonylvinyl)-1-(2-deoxy-2-fluoro-β-L-ribofuranosyl) uracil), [OH-].[Na+] (NaOH), CCOCC (Et2O). The reactants are CCCS(=O)(=O)Cl, COc1ccccc1Oc1c(NS(=O)(=O)c2ccc(C(C)C)cn2)nc(C2CC2)nc1OCCCN. Product: CCCS(=O)(=O)NCCCOc1nc(C2CC2)nc(NS(=O)(=O)c2ccc(C(C)C)cn2)c1Oc1ccccc1OC. RXN SMILES: [CH2:37]([CH2:38][CH3:39])[S:40](=[O:41])(=[O:42])[Cl:43].[CH:1]([CH3:2])([CH3:3])[c:4]1[cH:5][cH:6][c:7]([S:10](=[O:11])(=[O:12])[NH:13][c:14]2[n:15][c:16]([CH:34]3[CH2:35][CH2:36]3)[n:17][c:18]([O:29][CH2:30][CH2:31][CH2:32][NH2:33])[c:19]2[O:20][c:21]2[c:22]([O:27][CH3:28])[cH:23][cH:24][cH:25][cH:26]2)[n:8][cH:9]1>>[CH:1]([CH3:2])([CH3:3])[c:4]1[cH:5][cH:6][c:7]([S:10](=[O:11])(=[O:12])[NH:13][c:14]2[n:15][c:16]([CH:34]3[CH2:35][CH2:36]3)[n:17][c:18]([O:29][CH2:30][CH2:31][CH2:32][NH:33][S:40]([CH2:37][CH2:38][CH3:39])(=[O:41])=[O:42])[c:19]2[O:20][c:21]2[c:22]([O:27][CH3:28])[cH:23][cH:24][cH:25][cH:26]2)[n:8][cH:9]1. The reactants are C1(=CC=CC=C1)S(=O)(=O)C1=CC(=NC(=C1)Br)NC ((4-benzenesulphonyl-6-bromopyridin-2-yl)-methylamine). The reagents and catalysts are [Pd] (Pd/C). Solvent: C(C)O (ethanol). Run at time 18 hour. The product is C1(=CC=CC=C1)S(=O)(=O)C1=CC(=NC=C1)NC ((4-benzenesulphonylpyridin-2-yl)-methylamine). The yield is 36.6%. Reaction SMILES: [C:1]1([S:7]([C:10]2[CH:15]=[C:14](Br)[N:13]=[C:12]([NH:17][CH3:18])[CH:11]=2)(=[O:9])=[O:8])[CH:6]=[CH:5][CH:4]=[CH:3][CH:2]=1>C(O)C.[Pd]>[C:1]1([S:7]([C:10]2[CH:15]=[CH:14][N:13]=[C:12]([NH:17][CH3:18])[CH:11]=2)(=[O:9])=[O:8])[CH:2]=[CH:3][CH:4]=[CH:5][CH:6]=1. Procedure details: 0.09 g (0.000275 mol) of (4-benzenesulphonyl-6-bromopyridin-2-yl)-methylamine was dissolved in 7 ml of ethanol, treated with 0.009 g of Pd/C (10%) and hydrogenated under normal pressure for 18 hrs. Thereafter, the catalyst was filtered off, the solvent was removed and the residue was partitioned in ethyl acetate and saturated bicarbonate solution. The organic phase was washed with sat. sodium chloride solution and dried over MgSO4. After removal of the solvent the residue was chromatographed on ... Reactants: ( ε ), CC1=NC(=CS1)/C=C(\CO)/[C@@H]2C[C@H]3[C@H](O3)CCC[C@@H]([C@@H]([C@H](C(=O)C([C@H](CC(=O)O2)O)(C)C)C)O)C (Epothilone A9), CC1=NC(=CS1)/C=C(\CO)/[C@@H]2C[C@H]3[C@H](O3)CCC[C@@H]([C@@H]([C@H](C(=O)C([C@H](CC(=O)O2)O)(C)C)C)O)C (Epothilone A9), ( 15 ), ( 36 ), ( 100 ), [K+].[Br-] (KBr), CC1=NC(=CS1)/C=C(\C)/[C@@H]2C[C@H]3[C@H](O3)CCC[C@@H]([C@@H]([C@H](C(=O)[C@@H]([C@H](CC(=O)O2)O)C)C)O)C (Epothilone A1), CC1=NC(=CS1)/C=C/[C@@H]2C[C@H]3[C@H](O3)CCC[C@@H]([C@@H]([C@H](C(=O)C([C@H](CC(=O)O2)O)(C)C)C)O)C (Epothilone A8). Run in CO (MeOH), CO (MeOH). Product: CC1=NC(=CS1)/C=C(\C)/[C@@H]2C/C=C\CCC[C@@H]([C@@H]([C@H](C(=O)[C@@H]([C@H](CC(=O)O2)O)C)C)O)C (Epothilone C1). RXN SMILES: [K+].[Br-].[CH3:3][C:4]1[S:8][CH:7]=[C:6](/[CH:9]=[C:10](/[C@H:12]2[O:30][C:28](=[O:29])[CH2:27][C@H:26]([OH:31])[C@@H:25]([CH3:32])[C:23](=[O:24])[C@H:22]([CH3:33])[C@@H:21]([OH:34])[C@@H:20]([CH3:35])[CH2:19][CH2:18][CH2:17][C@H:15]3O[C@H:14]3[CH2:13]2)\[CH3:11])[N:5]=1.CC1SC=C(/C=C(/[C@H]2OC(=O)C[C@H](O)C(C)(C)C(=O)[C@H](C)[C@@H](O)[C@@H](C)CCC[C@H]3O[C@H]3C2)\CO)N=1.CC1SC=C(/C=C/[C@H]2OC(=O)C[C@H](O)C(C)(C)C(=O)[C@H](C)[C@@H](O)[C@@H](C)CCC[C@H]3O[C@H]3C2)N=1>CO>[CH3:3][C:4]1[S:8][CH:7]=[C:6](/[CH:9]=[C:10](/[C@H:12]2[O:30][C:28](=[O:29])[CH2:27][C@H:26]([OH:31])[C@@H:25]([CH3:32])[C:23](=[O:24])[C@H:22]([CH3:33])[C@@H:21]([OH:34])[C@@H:20]([CH3:35])[CH2:19][CH2:18][CH2:17][CH:15]=[CH:14][CH2:13]2)\[CH3:11])[N:5]=1 |f:0.1|. Procedure details: colorless amorphous solid; [α]22D −114.0 (c 10.0, MeOH); UV (MeOH) λmax nm (ε) 211 (16500), 248 (12500); IR (KBr) νmax 3440, 2933, 2877, 2858, 1730, 1708, 1457, 1244, 981 cm−1; 1H NMR (CDCl3, 300 MHz) δ 6.96 (1H, s, H-19), 6.56 (1H, bs, H-17), 5.47 (1H, dd, J=9.2, 3.0 Hz, H-15), 5.43 (1H, m, H-12), 5.40 (1H, m, H-13), 4.40 (1H, ddd, J=6.2, 6.1, 6.1 Hz, H-3), 3.69 (1H, dd, J=5.7, 3.6 Hz, H-7), 3.01 (1H, dq, J=5.7, 6.9 Hz, H-6), 3.01 (1H, bs, 3-OH), 2.84 (1H, dq, J=5.2, 7.0 Hz, H-4), 2.68 (3H, s, ... The reactants are O=C(Cc1ccc(OCc2ccccc2)cc1)Nc1cccc2c1cnn2CCN1CCCC1, CCO. Product: O=C(Cc1ccc(O)cc1)Nc1cccc2c1cnn2CCN1CCCC1. As a reaction SMILES: [CH2:1]([c:2]1[cH:3][cH:4][cH:5][cH:6][cH:7]1)[O:8][c:9]1[cH:10][cH:11][c:12]([CH2:15][C:16](=[O:17])[NH:18][c:19]2[c:20]3[cH:21][n:22][n:23]([CH2:28][CH2:29][N:30]4[CH2:31][CH2:32][CH2:33][CH2:34]4)[c:24]3[cH:25][cH:26][cH:27]2)[cH:13][cH:14]1.[CH3:35][CH2:36][OH:37]>>[OH:8][c:9]1[cH:10][cH:11][c:12]([CH2:15][C:16](=[O:17])[NH:18][c:19]2[c:20]3[cH:21][n:22][n:23]([CH2:28][CH2:29][N:30]4[CH2:31][CH2:32][CH2:33][CH2:34]4)[c:24]3[cH:25][cH:26][cH:27]2)[cH:13][cH:14]1. Reactants: Intermediate 59, ice water, NC1=C(C=CC=C1C(C1=CC=C(C=C1)Cl)=O)CC#N (2-amino-3-(4-chlorobenzoyl)benzeneacetonitrile), B1(OO1)[O-].O.O.O.O.[Na+] (sodium perborate tetrahydrate). The solvent is C(C)(=O)O (acetic acid). Yields the product ClC1=CC=C(C=C1)C=1ON=C2C1C=CC=C2CC#N (3-(4-Chlorophenyl)-2,1-benzisoxazole-7-acetonitrile). RXN SMILES: [NH2:1][C:2]1[C:7]([C:8](=[O:16])[C:9]2[CH:14]=[CH:13][C:12]([Cl:15])=[CH:11][CH:10]=2)=[CH:6][CH:5]=[CH:4][C:3]=1[CH2:17][C:18]#[N:19].B1([O-])OO1.O.O.O.O.[Na+]>C(O)(=O)C>[Cl:15][C:12]1[CH:13]=[CH:14][C:9]([C:8]2[O:16][N:1]=[C:2]3[C:3]([CH2:17][C:18]#[N:19])=[CH:4][CH:5]=[CH:6][C:7]=23)=[CH:10][CH:11]=1 |f:1.2.3.4.5.6|. Reported procedure: Following the procedure of Intermediate 59, 2-amino-3-(4-chlorobenzoyl)benzeneacetonitrile is reacted with sodium perborate tetrahydrate in acetic acid at 70° C. and thereafter mixed with ice-water to obtain the title compound.